Dataset: the Open Reaction Database (ORD), a public repository of structured organic reaction records. Task: describe an organic reaction: reactants, conditions, products, and yield Reactants: Br.C(C)ON=C(C(=O)OCC)C=1N=C(SC1)N (ethyl α-ethoxyimino-2-aminothiazol-4-ylacetate hydrobromide), ClCC(=O)Cl (chloroacetyl chloride), C(C)(=O)OCC (ethyl acetate). Solvent: CN(C(C)=O)C (N,N-dimethylacetamide). Run at time 30 minute. Product: C(C)ON=C(C(=O)OCC)C=1N=C(SC1)N(C(=O)C)Cl (ethyl α-ethoxyimino-2-(chloroacetamino)thiazol-4-ylacetate). Yield: 79.0%. RXN SMILES: Br.[CH2:2]([O:4][N:5]=[C:6]([C:12]1[N:13]=[C:14]([NH2:17])[S:15][CH:16]=1)[C:7]([O:9][CH2:10][CH3:11])=[O:8])[CH3:3].[Cl:18]CC(Cl)=O.[C:23]([O:26]CC)(=O)[CH3:24]>CN(C)C(=O)C>[CH2:2]([O:4][N:5]=[C:6]([C:12]1[N:13]=[C:14]([N:17]([Cl:18])[C:23]([CH3:24])=[O:26])[S:15][CH:16]=1)[C:7]([O:9][CH2:10][CH3:11])=[O:8])[CH3:3] |f:0.1|. Procedure details: To a solution of 2.43 g of ethyl α-ethoxyimino-2-aminothiazol-4-ylacetate hydrobromide in 25 ml of anhydrous N,N-dimethylacetamide is added 1.43 g of chloroacetyl chloride under cooling and stirring. The solution is stirred for 30 minutes under ice-cooling and then for 30 minutes at room temperature. To the reaction mixture is added 150 ml of ethyl acetate and the mixture is repeatedly washed with saturated aq. NaCl solution. The ethyl acetate layer is dried over anhydrous magnesium sulfate, and... Reactants: CS(=O)(=O)OCC=1C=NC(=C(C1)F)OC1=CC(=C(C=C1)F)F ((6-(3,4-difluorophenoxy)-5-fluoropyridin-3-yl)methyl methanesulfonate), [F-].C(CCC)[N+](CCCC)(CCCC)CCCC (tetrabutylammonium fluoride), C[Si](C)(C)C#N (trimethylsilyl cyanide). Solvent: C(C)#N (acetonitrile). Reaction conditions: temperature 80 celsius, time 2 hour. The product is FC=1C=C(OC2=C(C=C(C=N2)CC#N)F)C=CC1F (2-(6-(3,4-difluorophenoxy)-5-fluoropyridin-3-yl)acetonitrile). Yield: 100.7%. Reaction SMILES: CS(O[CH2:6][C:7]1[CH:8]=[N:9][C:10]([O:14][C:15]2[CH:20]=[CH:19][C:18]([F:21])=[C:17]([F:22])[CH:16]=2)=[C:11]([F:13])[CH:12]=1)(=O)=O.[F-].[CH2:24]([N+:28](CCCC)(CCCC)CCCC)CCC.C[Si](C#N)(C)C>C(#N)C>[F:22][C:17]1[CH:16]=[C:15]([CH:20]=[CH:19][C:18]=1[F:21])[O:14][C:10]1[N:9]=[CH:8][C:7]([CH2:6][C:24]#[N:28])=[CH:12][C:11]=1[F:13] |f:1.2|. Reported procedure: To a solution of (6-(3,4-difluorophenoxy)-5-fluoropyridin-3-yl)methyl methanesulfonate (8 g, 11.28 mmol) and tetrabutylammonium fluoride (5.90 g, 22.56 mmol) in acetonitrile (100 mL) was added trimethylsilyl cyanide (3.02 mL, 22.56 mmol). The reaction mixture was stirred at 80° C. for 2 hr., and then concentrated under reduced pressure. The crude product was purified bysilica gel chromatography eluting with Hex/EtOAc (5:1) to give get 2-(6-(3,4-difluorophenoxy)-5-fluoropyridin-3-yl)acetonitrile ... Reactants: OC1CCC(CC1)C(=O)O (4-hydroxycyclohexane carboxylic acid), C([O-])([O-])=O.[K+].[K+] (potassium carbonate), C(C1=CC=CC=C1)Br (benzyl bromide), O (water). Run in CN(C)C=O (DMF). Reaction conditions: time 16 hour. Product: OC1CCC(CC1)C(=O)OCC1=CC=CC=C1 (benzyl 4-hydroxycyclohexane carboxylate). Reaction SMILES: [OH:1][CH:2]1[CH2:7][CH2:6][CH:5]([C:8]([OH:10])=[O:9])[CH2:4][CH2:3]1.C(=O)([O-])[O-].[K+].[K+].[CH2:17](Br)[C:18]1[CH:23]=[CH:22][CH:21]=[CH:20][CH:19]=1.O>CN(C=O)C>[OH:1][CH:2]1[CH2:7][CH2:6][CH:5]([C:8]([O:10][CH2:17][C:18]2[CH:23]=[CH:22][CH:21]=[CH:20][CH:19]=2)=[O:9])[CH2:4][CH2:3]1 |f:1.2.3|. Reported procedure: To a solution of 4-hydroxycyclohexane carboxylic acid (19.95 g, 138.4 mmol) in 100 mL of degassed DMF was added potassium carbonate (21.0 g, 152.2 mmol) and benzyl bromide (15.61 mL, 131.4 mmol). After 16 hours at room temperature, the reaction mixture was poured into 500 mL of water and extracted 3 times with EtOAc. The combined organic layers were washed with water and brine prior to drying over sodium sulfate. Filtration and solvent removal provided benzyl 4-hydroxycyclohexane carboxylate as ... Reactants: FCC#N (fluoroacetonitrile), O1CCCC1 (tetrahydrofuran), [C-]#N.[Na+] (sodium cyanide), [Cl-].[NH4+] (ammonium chloride), [Mg] (magnesium), BrC=CC (1-bromo-1-propene), O1CCCC1 (tetrahydrofuran). Solvent: O (water). Conditions: temperature -40 celsius, time 1 hour. The product is C(=CC)[Mg]Br (propenylmagnesium bromide), FCC(C#N)(C=CC)N (2-fluoromethyl-2-amino-3-pentenenitrile). The yield is 84.0%. Reaction SMILES: [Mg:1].[Br:2][CH:3]=[CH:4][CH3:5].[F:6][CH2:7][C:8]#[N:9].[C-:10]#[N:11].[Na+].[Cl-].[NH4+].O1C[CH2:18][CH2:17][CH2:16]1>O>[CH:16]([Mg:1][Br:2])=[CH:17][CH3:18].[F:6][CH2:7][C:8]([NH2:9])([CH:3]=[CH:4][CH3:5])[C:10]#[N:11] |f:3.4,5.6|. Procedure details: Under an atmosphere of nitrogen, propenylmagnesium bromide is prepared from magnesium turnings (9.8 g, 400 mmoles), freshly distilled 1-bromo-1-propene (24.2 g, 200 mmoles) and 200 mL of dry tetrahydrofuran. After removing the Grignard solution from the excess of magnesium and cooling to -40° C., fluoroacetonitrile (11.8 g, 200 mmoles) in tetrahydrofuran (70 mL) is added during 15 mins. The reaction mixture is then poured into a solution of sodium cyanide (40 g) and ammonium chloride (59 g) in w...